This data is from the Open Reaction Database (ORD), a public repository of structured organic reaction records. The task is: describe an organic reaction: reactants, conditions, products, and yield Reactants: CC(=O)OC=O, C1CCOC1, CC#N, CN1CC([N+](=O)[O-])=C(NCc2ccc(Cl)nc2)N(C)C1, [H-], [Na+]. Product: CN1CC([N+](=O)[O-])=C(N(C=O)Cc2ccc(Cl)nc2)N(C)C1. Reaction SMILES: [C:26]([O:27][CH:29]=[O:30])(=[O:28])[CH3:31].[CH2:32]1[O:33][CH2:34][CH2:35][CH2:36]1.[CH3:21][C:22]#[N:23].[Cl:1][c:2]1[cH:3][cH:4][c:5]([CH2:8][NH:9][C:10]2=[C:15]([N+:16](=[O:17])[O-:18])[CH2:14][N:13]([CH3:19])[CH2:12][N:11]2[CH3:20])[cH:6][n:7]1.[H-:24].[Na+:25]>>[Cl:1][c:2]1[cH:3][cH:4][c:5]([CH2:8][N:9]([C:10]2=[C:15]([N+:16](=[O:17])[O-:18])[CH2:14][N:13]([CH3:19])[CH2:12][N:11]2[CH3:20])[CH:26]=[O:28])[cH:6][n:7]1. Reactants: P(Br)(Br)Br (phosphorus tribromide), CCC(CCCCC)O (3-octanol). Solvent: ice water. Conditions: temperature 100 celsius. Product: BrC(CC)CCCCC (3-bromooctane). Isolated yield 106.2%. RXN SMILES: P(Br)(Br)[Br:2].[CH3:5][CH2:6][CH:7](O)[CH2:8][CH2:9][CH2:10][CH2:11][CH3:12]>>[Br:2][CH:7]([CH2:8][CH2:9][CH2:10][CH2:11][CH3:12])[CH2:6][CH3:5]. Reported procedure: To 8 ml (23 g, 85.3 mmol) of phosphorus tribromide was added dropwise 15 g (115.4 mmol) of 3-octanol over a 1/2 hr period. The resulting solution was heated at 100° C. (oil bath) for 2 hr, after which time the reaction mixture was cooled and poured into 200 ml ice-water which was extracted with CHCl3 (3×120 ml). The combined organic extracts were washed with 5% Na2S2O3 (2×200 ml), H2O (200 ml), sat'd aq. NaHCO3 (2×200 ml), H2O (200 ml), and sat'd aq. NaCl (200 ml), and dried over MgSO4. After th... Reactants: NC=1C=CC2=C(NC(C(O2)(F)F)=O)C1 (6-amino-2,2-difluoro-2H-1,4-benzoxazin-3(4H)-one), ClC=1C=2N(C=CN1)N=C(N2)NC2=CC(=CC(=C2)C)C (8-Chloro-[1,2,4]triazolo[1,5-a]pyrazin-2-yl-(3,5-dimethyl-phenyl)-amine), C1(CCCCC1)P(C1=C(C=CC=C1)C1=C(C=CC=C1)N(C)C)C1CCCCC1 (2-dicyclohexylphosphino-2′-(N,N-dimethylamino)biphenyl). Reaction SMILES: Cl[C:2]1[C:3]2[N:4]([N:8]=[C:9]([NH:11][C:12]3[CH:17]=[C:16]([CH3:18])[CH:15]=[C:14]([CH3:19])[CH:13]=3)[N:10]=2)[CH:5]=[CH:6][N:7]=1.C1(P(C2CCCCC2)C2C=CC=CC=2C2C=CC=CC=2N(C)C)CCCCC1.[NH2:48][C:49]1[CH:50]=[CH:51][C:52]2[O:57][C:56]([F:59])([F:58])[C:55](=[O:60])[NH:54][C:53]=2[CH:61]=1>O1CCOCC1.O1CCCC1.C1C=CC(/C=C/C(/C=C/C2C=CC=CC=2)=O)=CC=1.C1C=CC(/C=C/C(/C=C/C2C=CC=CC=2)=O)=CC=1.C1C=CC(/C=C/C(/C=C/C2C=CC=CC=2)=O)=CC=1.[Pd].[Pd]>[CH3:19][C:14]1[CH:13]=[C:12]([NH:11][C:9]2[N:10]=[C:3]3[C:2]([NH:48][C:49]4[CH:50]=[CH:51][C:52]5[O:57][C:56]([F:59])([F:58])[C:55](=[O:60])[NH:54][C:53]=5[CH:61]=4)=[N:7][CH:6]=[CH:5][N:4]3[N:8]=2)[CH:17]=[C:16]([CH3:18])[CH:15]=1 |f:5.6.7.8.9|. Yields the product CC=1C=C(C=C(C1)C)NC1=NN2C(C(=NC=C2)NC=2C=CC3=C(NC(C(O3)(F)F)=O)C2)=N1 (6-({2-[(3,5-Dimethylphenyl)amino][1,2,4]triazolo[1,5-a]pyrazin-8-yl}amino)-2,2-difluoro-2H-1,4-benzoxazin-3(4H)-one), solid. Procedure details: 8-Chloro-[1,2,4]triazolo[1,5-a]pyrazin-2-yl-(3,5-dimethyl-phenyl)-amine (0.075 g, 0.2 mmol), tris(dibenzylideneacetone)dipalladium(0) (0.01 g, 0.01 mmol), 2-dicyclohexylphosphino-2′-(N,N-dimethylamino)biphenyl (0.01 g, 0.02 mmol) and 6-amino-2,2-difluoro-2H-1,4-benzoxazin-3(4H)-one (0.049 g, 0.2 mmol) are taken in dry 1,4 dioxane (2 mL). Sodiumhexamethyldiisilylamide (1 M in tetrahydrofuran) (0.27 mL, 0.2 mmol) is added and the reaction irradiated in the microwave at 150° C. for 30 minutes. The ... Isolated yield 10.4%. Run in O1CCOCC1 (1,4 dioxane), O1CCCC1 (tetrahydrofuran). Reagents/catalysts: C=1C=CC(=CC1)/C=C/C(=O)/C=C/C2=CC=CC=C2.C=1C=CC(=CC1)/C=C/C(=O)/C=C/C2=CC=CC=C2.C=1C=CC(=CC1)/C=C/C(=O)/C=C/C2=CC=CC=C2.[Pd].[Pd] (tris(dibenzylideneacetone)dipalladium(0)).